Dataset: the Open Reaction Database (ORD), a public repository of structured organic reaction records. Task: describe an organic reaction: reactants, conditions, products, and yield The reactants are O (Water), C1(=CC=CC=C1)P(C1=CC=CC=C1)C1=CC=CC=C1 (triphenylphosphine), BrN1C(CCC1=O)=O (N-bromosuccinimide), FC1=C(C=C(C=C1)CCCO)C(F)(F)F (3-(4-fluoro-3-trifluoromethylphenyl)-1-propanol). Run in C(Cl)Cl (methylene chloride). Product: BrCCCC1=CC(=C(C=C1)F)C(F)(F)F (1-(3-bromopropyl)-4-fluoro-3-trifluoromethylbenzene). Isolated yield 73.1%. RXN SMILES: [F:1][C:2]1[CH:7]=[CH:6][C:5]([CH2:8][CH2:9][CH2:10]O)=[CH:4][C:3]=1[C:12]([F:15])([F:14])[F:13].C1(P(C2C=CC=CC=2)C2C=CC=CC=2)C=CC=CC=1.[Br:35]N1C(=O)CCC1=O.O>C(Cl)Cl>[Br:35][CH2:10][CH2:9][CH2:8][C:5]1[CH:6]=[CH:7][C:2]([F:1])=[C:3]([C:12]([F:15])([F:14])[F:13])[CH:4]=1. Procedure: Compound 69-2 (3.05 g) was dissolved in methylene chloride (46 ml), triphenylphosphine (4.00 g) and N-bromosuccinimide (2.69 g) were added under ice-cooling, and the mixture was stirred under ice-cooling for 1.5 hr. Water was added to the reaction mixture, and the mixture was extracted with methylene chloride and washed with saturated brine, and dried over anhydrous sodium sulfate. The solvent was evaporated under reduced pressure. Diethyl ether was added, and the precipitated triphenylphosphine... The reactants are O=C([O-])[O-], CC(=O)Nc1ccc(Cl)cc1O, [Cs+], [Cs+], O=[N+]([O-])c1cccc(S(=O)(=O)OCC2CO2)c1, CN(C)C=O. The product is CC(=O)Nc1ccc(Cl)cc1OCC1CO1. RXN SMILES: [C:30](=[O:31])([O-:32])[O-:33].[Cl:18][c:19]1[cH:20][c:21]([OH:29])[c:22]([NH:25][C:26]([CH3:27])=[O:28])[cH:23][cH:24]1.[Cs+:34].[Cs+:35].[O:1]1[CH:2]([CH2:4][O:5][S:6]([c:7]2[cH:8][cH:9][cH:10][c:11]([N+:12]([O-:13])=[O:14])[cH:15]2)(=[O:16])=[O:17])[CH2:3]1.[O:36]=[CH:37][N:38]([CH3:39])[CH3:40]>>[O:1]1[CH:2]([CH2:4][O:29][c:21]2[cH:20][c:19]([Cl:18])[cH:24][cH:23][c:22]2[NH:25][C:26]([CH3:27])=[O:28])[CH2:3]1. Starting materials: CC(=O)OCc1cc(OCc2ccccc2)c(OS(=O)(=O)C(F)(F)F)cn1, CC(=O)[O-], CC(=O)[O-], CC(C)(C)S, Cc1ccccc1, [Na], [Pd+2]. Yields the product CC(=O)OCc1cc(OCc2ccccc2)c(SC(C)(C)C)cn1. As a reaction SMILES: [C:1]([CH3:2])(=[O:3])[O:4][CH2:5][c:6]1[n:7][cH:8][c:9]([O:20][S:21]([C:22]([F:23])([F:24])[F:25])(=[O:26])=[O:27])[c:10]([O:12][CH2:13][c:14]2[cH:15][cH:16][cH:17][cH:18][cH:19]2)[cH:11]1.[C:41]([O-:42])(=[O:43])[CH3:44].[C:46]([O-:47])(=[O:48])[CH3:49].[CH3:29][C:30]([CH3:31])([CH3:32])[SH:33].[CH3:34][c:35]1[cH:36][cH:37][cH:38][cH:39][cH:40]1.[Na:28].[Pd+2:45]>>[C:1]([CH3:2])(=[O:3])[O:4][CH2:5][c:6]1[n:7][cH:8][c:9]([S:33][C:30]([CH3:29])([CH3:31])[CH3:32])[c:10]([O:12][CH2:13][c:14]2[cH:15][cH:16][cH:17][cH:18][cH:19]2)[cH:11]1.